From a dataset of the Open Reaction Database (ORD), a public repository of structured organic reaction records. describe an organic reaction: reactants, conditions, products, and yield Reported procedure: 4-Amino-6-chloro-pyridine-3-carboxamide (2, 4.5 g, 26.23 mmol) was added to a pressure tube and triethylorthoformate (30 mL) was added. The reaction vessel was sealed and heated to 140° C. for 11 h. After the cyclization was complete, the reaction mixture was concentrated under reduced pressure, and to the solid obtained was added diethyl ether. The solid was filtered, washed with diethyl ether and dried in vacuum to afford 7-chloro-3H-pyrido[4,3-d]pyrimidin-4-one (3) as brown solid. MS (ESI) m/... Product: ClC1=CC=2N=CNC(C2C=N1)=O (7-chloro-3H-pyrido[4,3-d]pyrimidin-4-one). Run at temperature 140 celsius. The solvent is C(C)OCC (diethyl ether). Reactants: NC1=C(C=NC(=C1)Cl)C(=O)N (4-amino-6-chloro-pyridine-3-carboxamide), C(C)OC(OCC)OCC (triethylorthoformate). As a reaction SMILES: [NH2:1][C:2]1[CH:7]=[C:6]([Cl:8])[N:5]=[CH:4][C:3]=1[C:9]([NH2:11])=[O:10].[CH2:12](OC(OCC)OCC)C>C(OCC)C>[Cl:8][C:6]1[N:5]=[CH:4][C:3]2[C:9](=[O:10])[NH:11][CH:12]=[N:1][C:2]=2[CH:7]=1. Reactants: ClCC(=O)C1(CCCCC1)C1=CC=C(C=C1)Cl (2-chloro-1-[1-(4-chloro-phenyl)-cyclohexyl]-ethanone), [I-].[Na+] (sodium iodide), CN1C(CCC1)CCNC(=S)N ([2-(1-methyl-pyrrolidin-yl)ethyl] thiourea). Run in C(O)([O-])=O.[Na+] (sodium hydrogen carbonate), O (water), CC(=O)C (acetone). Reaction conditions: temperature 50 celsius. Product: ClC1=CC=C(C=C1)C1(CCCCC1)C=1N=C(SC1)NCCC1N(CCC1)C ({4-[1-(4-chloro-phenyl)-cyclohexyl]-thiazol-2-yl}-[2-(1-methyl-pyrrolidin-2-yl)-ethyl] amine). Reaction SMILES: Cl[CH2:2][C:3]([C:5]1([C:11]2[CH:16]=[CH:15][C:14]([Cl:17])=[CH:13][CH:12]=2)[CH2:10][CH2:9][CH2:8][CH2:7][CH2:6]1)=O.[I-].[Na+].[CH3:20][N:21]1[CH2:25][CH2:24][CH2:23][CH:22]1[CH2:26][CH2:27][NH:28][C:29]([NH2:31])=[S:30]>CC(C)=O.C(=O)([O-])O.[Na+].O>[Cl:17][C:14]1[CH:15]=[CH:16][C:11]([C:5]2([C:3]3[N:31]=[C:29]([NH:28][CH2:27][CH2:26][CH:22]4[CH2:23][CH2:24][CH2:25][N:21]4[CH3:20])[S:30][CH:2]=3)[CH2:10][CH2:9][CH2:8][CH2:7][CH2:6]2)=[CH:12][CH:13]=1 |f:1.2,5.6|. Procedure: A solution of 2-chloro-1-[1-(4-chloro-phenyl)-cyclohexyl]-ethanone (144.8 mg, 0.53 mmol) and sodium iodide (80 mg, 0.53 mmol) in acetone (4 mL) was stirred at room temperature for 10 min. Next, [2-(1-methyl-pyrrolidin-yl)ethyl] thiourea (100 mg, 0.71 mmol) was added. The resulting mixture was heated at 50° C. overnight. After the mixture was allowed to cool to room temperature, it was diluted with 5% sodium hydrogen carbonate in water and then extracted with ethyl acetate (3×20 mL). The extracts... Reactants: ClC1=CC=C(C=C1)CCSC1=CC=C(C=O)C=C1 (4-[2-(4-Chlorophenyl)ethylthio]benzaldehyde), S1C(NC(C1)=O)=O (thiazolidine-2,4-dione). Product: ClC1=CC=C(C=C1)CCSC1=CC=C(C=C1)C=C1C(NC(S1)=O)=O (5-[4-(2-(4-Chlorophenyl)ethylthio)phenylmethylene]thiazolidine-2,4-dione). RXN SMILES: [Cl:1][C:2]1[CH:7]=[CH:6][C:5]([CH2:8][CH2:9][S:10][C:11]2[CH:18]=[CH:17][C:14]([CH:15]=O)=[CH:13][CH:12]=2)=[CH:4][CH:3]=1.[S:19]1[CH2:23][C:22](=[O:24])[NH:21][C:20]1=[O:25]>>[Cl:1][C:2]1[CH:7]=[CH:6][C:5]([CH2:8][CH2:9][S:10][C:11]2[CH:18]=[CH:17][C:14]([CH:15]=[C:23]3[S:19][C:20](=[O:25])[NH:21][C:22]3=[O:24])=[CH:13][CH:12]=2)=[CH:4][CH:3]=1. Procedure: 4-[2-(4-Chlorophenyl)ethylthio]benzaldehyde and thiazolidine-2,4-dione were coupled according to the method of Example 5 to form present title product in similar yield; m.p. 215°-225° C. Reactants: CCCCCC1CCC(C(=O)O)CC1, O=S(Cl)Cl, c1ccccc1. Product: CCCCCC1CCC(C(=O)O)CC1, [Cl-]. As a reaction SMILES: [CH2:1]([CH2:2][CH2:3][CH2:4][CH3:5])[CH:6]1[CH2:7][CH2:8][CH:9]([C:12](=[O:13])[OH:14])[CH2:10][CH2:11]1.[S:15]([Cl:16])([Cl:17])=[O:18].[cH:19]1[cH:20][cH:21][cH:22][cH:23][cH:24]1>>[CH2:1]([CH2:2][CH2:3][CH2:4][CH3:5])[CH:6]1[CH2:7][CH2:8][CH:9]([C:12](=[O:13])[OH:14])[CH2:10][CH2:11]1.[Cl-:17]. Starting materials: ( 1 ), ClC1=C(C=CC(=C1)Cl)CC(=O)O (2-(2,4-Dichlorophenyl)acetic acid), C[Si](C)(C)[N-][Si](C)(C)C.[Na+] (NaHMDS), BrCC=C (3-bromoprop-1-ene), ( 1 ). The product is ClC1=C(C=CC(=C1)Cl)C(C(=O)O)CC=C (2-(2,4-dichlorophenyl)pent-4-enoic acid). Reaction SMILES: [Cl:1][C:2]1[CH:7]=[C:6]([Cl:8])[CH:5]=[CH:4][C:3]=1[CH2:9][C:10]([OH:12])=[O:11].C[Si]([N-][Si](C)(C)C)(C)C.[Na+].Br[CH2:24][CH:25]=[CH2:26]>>[Cl:1][C:2]1[CH:7]=[C:6]([Cl:8])[CH:5]=[CH:4][C:3]=1[CH:9]([CH2:26][CH:25]=[CH2:24])[C:10]([OH:12])=[O:11] |f:1.2|. Procedure: Step AB (1): 2-(2,4-Dichlorophenyl)acetic acid was deprotonated with NaHMDS and reacted with 3-bromoprop-1-ene using a procedure analogous to Step AA (1) to afford 2-(2,4-dichlorophenyl)pent-4-enoic acid as a clear viscous oil. LC-MS (M−H)− 243.1. 1H NMR (500 MHz, chloroform-d) δ ppm 7.42 (d, J=2.14 Hz, 1 H) 7.31-7.36 (m, 1 H) 7.25 (dd, J=8.24, 2.14 Hz, 1 H) 5.67-5.77 (m, J=17.05, 10.19, 6.83, 6.83 Hz, 1 H) 5.07 (dd, J=17.09, 1.53 Hz, 1 H) 5.04 (d, J=10.38 Hz, 1 H) 4.26 (t, J=7.48 Hz, 1 H) 2.81 ... The reactants are [Cl-], CCOC(=O)CC1Cc2ccc(OS(=O)(=O)C(F)(F)F)cc2Cc2ccccc21, [Li+], CCCC[Sn](C#CCCOC1CCCCO1)(CCCC)CCCC, C1COCCO1. As a reaction SMILES: [Cl-:54].[F:1][C:2]([F:3])([F:4])[S:5]([O:6][c:7]1[cH:8][cH:9][c:10]2[c:11]([cH:27]1)[CH2:12][c:13]1[c:14]([cH:23][cH:24][cH:25][cH:26]1)[CH:15]([CH2:17][C:18](=[O:19])[O:20][CH2:21][CH3:22])[CH2:16]2)(=[O:28])=[O:29].[Li+:55].[O:30]1[CH:31]([O:36][CH2:37][CH2:38][C:39]#[C:40][Sn:41]([CH2:42][CH2:43][CH2:44][CH3:45])([CH2:46][CH2:47][CH2:48][CH3:49])[CH2:50][CH2:51][CH2:52][CH3:53])[CH2:32][CH2:33][CH2:34][CH2:35]1.[O:56]1[CH2:57][CH2:58][O:59][CH2:60][CH2:61]1>>[c:7]1([C:40]#[C:39][CH2:38][CH2:37][O:36][CH:31]2[O:30][CH2:35][CH2:34][CH2:33][CH2:32]2)[cH:8][cH:9][c:10]2[c:11]([cH:27]1)[CH2:12][c:13]1[c:14]([cH:23][cH:24][cH:25][cH:26]1)[CH:15]([CH2:17][C:18](=[O:19])[O:20][CH2:21][CH3:22])[CH2:16]2. Yields the product CCOC(=O)CC1Cc2ccc(C#CCCOC3CCCCO3)cc2Cc2ccccc21. Starting materials: BrCCC(=O)OC(C)(C)C (tert-butyl 3-bromopropionate), Cl (hydrochloric acid), C(C)(C)NC(C)C (diisopropylamine), solution, C(CCC)[Li] (butyllithium), C1(CCCC1)C(=O)O (cyclopentanecarboxylic acid). Solvent: O1CCCC1 (tetrahydrofuran), C(C)OCC (diethyl ether), O1CCCC1 (tetrahydrofuran), CCCCCC (n-hexane), O1CCCC1 (tetrahydrofuran). Reaction conditions: temperature -70 celsius, time 30 minute. Product: C(C)(C)(C)OC(=O)CCC1(CCCC1)C(=O)O (1-[2-(tert-butoxycarbonyl)ethyl]-1-cyclopentanecarboxylic acid). RXN SMILES: C(NC(C)C)(C)C.C([Li])CCC.[CH:13]1([C:18]([OH:20])=[O:19])[CH2:17][CH2:16][CH2:15][CH2:14]1.Br[CH2:22][CH2:23][C:24]([O:26][C:27]([CH3:30])([CH3:29])[CH3:28])=[O:25].Cl>O1CCCC1.CCCCCC.C(OCC)C>[C:27]([O:26][C:24]([CH2:23][CH2:22][C:13]1([C:18]([OH:20])=[O:19])[CH2:17][CH2:16][CH2:15][CH2:14]1)=[O:25])([CH3:30])([CH3:29])[CH3:28]. Procedure details: 50.4 ml of diisopropylamine were dissolved in 300 ml of absolute tetrahydrofuran under a nitrogen atmosphere, and the solution was cooled to -70° C. At this temperature, 200 ml of a 1.6 molar solution of butyllithium in n-hexane were slowly added dropwise to the solution. The reaction mixture was allowed to warm to 0° C., stirred at this temperature for 30 minutes and again cooled to -20° C. At this temperature, a solution of 16.2 ml of cyclopentanecarboxylic acid in 30 ml of absolute tetrahydro... Starting materials: amine, C(CCCCCCC)(=O)O (n-octanoic acid), 1,1'-carbonyldi(1-imidazole), N1(C=NC=C1)CCCN (3-(1H-imidazol-1-yl)propanamine). Run in O1CCCC1 (tetrahydrofuran), O1CCCC1 (tetrahydrofuran). Product: N1(C=NC=C1)CCCNC(CCCCCCC)=O (N-3-(1H-imidazolyl) propyl-n-octanamide). As a reaction SMILES: [C:1]([OH:10])(=O)[CH2:2][CH2:3][CH2:4][CH2:5][CH2:6][CH2:7][CH3:8].[N:11]1([CH2:16][CH2:17][CH2:18][NH2:19])[CH:15]=[CH:14][N:13]=[CH:12]1>O1CCCC1>[N:11]1([CH2:16][CH2:17][CH2:18][NH:19][C:1](=[O:10])[CH2:2][CH2:3][CH2:4][CH2:5][CH2:6][CH2:7][CH3:8])[CH:15]=[CH:14][N:13]=[CH:12]1. Procedure: The requisite starting amine was prepared as follows: reaction of n-octanoic acid and 1,1'-carbonyldi(1-imidazole) in tetrahydrofuran solution with 3-(1H-imidazol-1-yl)propanamine gave N-3-(1H-imidazolyl) propyl-n-octanamide, which upon reduction with BH3 in tetrahydrofuran solution gave N-(3-(1H-imidazol-1-yl) propyl-N-(n-octyl))amine.